This data is from the Open Reaction Database (ORD), a public repository of structured organic reaction records. The task is: describe an organic reaction: reactants, conditions, products, and yield The reactants are O=[N+]([O-])c1cc(C(F)(F)F)c(NCc2ccccc2)cc1-n1ccnc1, CCO, O, O, Cl[Sn](Cl)(Cl)Cl. Yields the product Nc1cc(C(F)(F)F)c(NCc2ccccc2)cc1-n1ccnc1. Reaction SMILES: [CH2:1]([c:2]1[cH:3][cH:4][cH:5][cH:6][cH:7]1)[NH:8][c:9]1[c:10]([C:23]([F:24])([F:25])[F:26])[cH:11][c:12]([N+:20]([O-:21])=[O:22])[c:13](-[n:15]2[cH:16][n:17][cH:18][cH:19]2)[cH:14]1.[CH3:34][CH2:35][OH:36].[OH2:27].[OH2:28].[Sn:29]([Cl:30])([Cl:31])([Cl:32])[Cl:33]>>[CH2:1]([c:2]1[cH:3][cH:4][cH:5][cH:6][cH:7]1)[NH:8][c:9]1[c:10]([C:23]([F:24])([F:25])[F:26])[cH:11][c:12]([NH2:20])[c:13](-[n:15]2[cH:16][n:17][cH:18][cH:19]2)[cH:14]1. The reactants are CN1CCN(c2ccc(N)cc2)CC1, COc1cc(C(=O)O)c(F)cc1Nc1ncc2c(n1)N(C1CCCC1)CC(F)(F)C(=O)N2C. The product is COc1cc(C(=O)Nc2ccc(N3CCN(C)CC3)cc2)c(F)cc1Nc1ncc2c(n1)N(C1CCCC1)CC(F)(F)C(=O)N2C. As a reaction SMILES: [CH3:34][N:35]1[CH2:36][CH2:37][N:38]([c:41]2[cH:42][cH:43][c:44]([NH2:45])[cH:46][cH:47]2)[CH2:39][CH2:40]1.[CH:1]1([N:6]2[c:7]3[c:8]([cH:17][n:18][c:19]([NH:21][c:22]4[cH:23][c:24]([F:33])[c:25]([C:26](=[O:27])[OH:28])[cH:29][c:30]4[O:31][CH3:32])[n:20]3)[N:9]([CH3:16])[C:10](=[O:15])[C:11]([F:13])([F:14])[CH2:12]2)[CH2:2][CH2:3][CH2:4][CH2:5]1>>[CH:1]1([N:6]2[c:7]3[c:8]([cH:17][n:18][c:19]([NH:21][c:22]4[cH:23][c:24]([F:33])[c:25]([C:26](=[O:28])[NH:45][c:44]5[cH:43][cH:42][c:41]([N:38]6[CH2:37][CH2:36][N:35]([CH3:34])[CH2:40][CH2:39]6)[cH:47][cH:46]5)[cH:29][c:30]4[O:31][CH3:32])[n:20]3)[N:9]([CH3:16])[C:10](=[O:15])[C:11]([F:13])([F:14])[CH2:12]2)[CH2:2][CH2:3][CH2:4][CH2:5]1. Yields the product CC(C)(C)OC(=O)NCC(=O)Nc1cccc(NC(=O)C(=O)N2CCC(Cc3ccccc3)CC2)c1. As a reaction SMILES: [C:26]([CH3:27])([CH3:28])([CH3:29])[O:30][C:31](=[O:32])[NH:33][CH2:34][C:35](=[O:36])[OH:37].[CH2:38]([O:39][CH2:40][CH3:41])[CH3:42].[NH2:1][c:2]1[cH:3][c:4]([NH:8][C:9]([C:10](=[O:11])[N:12]2[CH2:13][CH2:14][CH:15]([CH2:18][c:19]3[cH:20][cH:21][cH:22][cH:23][cH:24]3)[CH2:16][CH2:17]2)=[O:25])[cH:5][cH:6][cH:7]1>>[NH:1]([c:2]1[cH:3][c:4]([NH:8][C:9]([C:10](=[O:11])[N:12]2[CH2:13][CH2:14][CH:15]([CH2:18][c:19]3[cH:20][cH:21][cH:22][cH:23][cH:24]3)[CH2:16][CH2:17]2)=[O:25])[cH:5][cH:6][cH:7]1)[C:35]([CH2:34][NH:33][C:31]([O:30][C:26]([CH3:27])([CH3:28])[CH3:29])=[O:32])=[O:36]. Starting materials: CC(C)(C)OC(=O)NCC(=O)O, CCOCC, Nc1cccc(NC(=O)C(=O)N2CCC(Cc3ccccc3)CC2)c1. Starting materials: CC(C)(C)OC(=O)NC(C=O)Cc1cn(CC=Cc2ccccc2)c2ccccc12, C1CCOC1, COC(=O)C=P(c1ccccc1)(c1ccccc1)c1ccccc1. The product is COC(=O)C=CC(Cc1cn(CC=Cc2ccccc2)c2ccccc12)NC(=O)OC(C)(C)C. RXN SMILES: [C:25]([CH3:26])([CH3:27])([CH3:28])[O:29][C:30]([NH:31][CH:32]([CH2:33][c:34]1[cH:35][n:36]([CH2:43][CH:44]=[CH:45][c:46]2[cH:47][cH:48][cH:49][cH:50][cH:51]2)[c:37]2[cH:38][cH:39][cH:40][cH:41][c:42]12)[CH:52]=[O:53])=[O:54].[CH2:55]1[O:56][CH2:57][CH2:58][CH2:59]1.[c:1]1([P:2]([c:3]2[cH:4][cH:5][cH:6][cH:7][cH:8]2)([c:9]2[cH:10][cH:11][cH:12][cH:13][cH:14]2)=[CH:20][C:21](=[O:22])[O:23][CH3:24])[cH:15][cH:16][cH:17][cH:18][cH:19]1>>[CH:20]([C:21](=[O:22])[O:23][CH3:24])=[CH:55][CH:32]([NH:31][C:30]([O:29][C:25]([CH3:26])([CH3:27])[CH3:28])=[O:54])[CH2:33][c:34]1[cH:35][n:36]([CH2:43][CH:44]=[CH:45][c:46]2[cH:47][cH:48][cH:49][cH:50][cH:51]2)[c:37]2[cH:38][cH:39][cH:40][cH:41][c:42]12. The yield is 98.0%. Procedure: To a solution of 40 mg of the compound of step 1.3 (0.068 mmol) in MeOH (2 mL) was added 10% Pd on carbon catalyst (10 mg) and the mixture was vigorously stirred under a hydrogen atmosphere (1 atm) at room temperature for 4 h. After filtration and lyophilization, the titled compound was obtained as a colorless solid (16 mg, 98%). The reagents and catalysts are [Pd] (Pd on carbon). Reaction SMILES: C([O:8][C@H:9]1[C@H:14]([O:15]CC2C=CC=CC=2)[C@@H:13]([CH2:23][O:24][P:25]([OH:28])([OH:27])=[O:26])[CH2:12][C@H:11]([OH:29])[C@@H:10]1[NH:30]CC1C=CC=CC=1)C1C=CC=CC=1>CO.[Pd]>[NH2:30][C@@H:10]1[C@@H:9]([OH:8])[C@H:14]([OH:15])[C@@H:13]([CH2:23][O:24][P:25]([OH:28])([OH:27])=[O:26])[CH2:12][C@@H:11]1[OH:29]. Product: N[C@H]1[C@H](C[C@@H]([C@H]([C@@H]1O)O)COP(=O)(O)O)O ((1S,2S,3R,4R,5R)-2-amino-5-((phosphonooxy)methyl)-cyclohexane-1,3,4-triol), solid. Conditions: time 4 hour. Starting materials: C(C1=CC=CC=C1)O[C@@H]1[C@H]([C@H](C[C@@H]([C@H]1OCC1=CC=CC=C1)COP(=O)(O)O)O)NCC1=CC=CC=C1 ((1S,2S,3R,4R,5R)-3,4-di-O-benzyl-2-benzylamino-5-((phosphonooxy)methyl)-cyclohexane-1,3,4-triol). Solvent: CO (MeOH). Reactants: ClC=1C=C(C(=O)O)C=CC1OCCC (3-Chloro-4-(propyloxy)benzoic acid), C=1C=CC2=C(C1)N=NN2O (HOBt), resultant solution, C(CCl)Cl (EDC), ClC1=CN(C2=CC=C(C=C12)C(=N)NO)CCC(=O)OCC (ethyl 3-{3-chloro-5-[(hydroxyamino)(imino)methyl]-1H-indol-1-yl}propanoate). The solvent is CN(C)C=O (DMF). Run at temperature 80 celsius. Product: ClC1=CN(C2=CC=C(C=C12)C1=NOC(=N1)C1=CC(=C(C=C1)OCCC)Cl)CCC(=O)OCC (Ethyl 3-(3-chloro-5-{5-[3-chloro-4-(propyloxy)phenyl]-1,2,4-oxadiazol-3-yl}-1H-indol-1-yl)propanoate), pale cream solid. Reaction SMILES: [Cl:1][C:2]1[CH:3]=[C:4]([CH:8]=[CH:9][C:10]=1[O:11][CH2:12][CH2:13][CH3:14])[C:5]([OH:7])=O.C(Cl)CCl.C1C=CC2N(O)N=NC=2C=1.[Cl:29][C:30]1[C:38]2[C:33](=[CH:34][CH:35]=[C:36]([C:39]([NH:41]O)=[NH:40])[CH:37]=2)[N:32]([CH2:43][CH2:44][C:45]([O:47][CH2:48][CH3:49])=[O:46])[CH:31]=1>CN(C=O)C>[Cl:29][C:30]1[C:38]2[C:33](=[CH:34][CH:35]=[C:36]([C:39]3[N:40]=[C:5]([C:4]4[CH:8]=[CH:9][C:10]([O:11][CH2:12][CH2:13][CH3:14])=[C:2]([Cl:1])[CH:3]=4)[O:7][N:41]=3)[CH:37]=2)[N:32]([CH2:43][CH2:44][C:45]([O:47][CH2:48][CH3:49])=[O:46])[CH:31]=1. Procedure: 3-Chloro-4-(propyloxy)benzoic acid (D100) (150 mg, 0.70 mmol) stirring in DMF was treated with EDC (146 mg, 0.76 mmol) followed by HOBt (104 mg, 0.76 mmol). The resultant solution was stirred and ethyl 3-{3-chloro-5-[(hydroxyamino)(imino)methyl]-1H-indol-1-yl}propanoate (D96) (216 mg, 0.70 mmol) added. Heated mixture at 80° C. until reaction was complete. Work up obtained the title compound as 160 mg of pale cream solid. δH (400 MHz, d6-DMSO) 1.03 (3H, t), 1.10 (3H, t), 1.77-1.86 (2H, m), 2.90 (... Reactants: C(C)(C)(C)OC(=O)NCCOC1=NOC(=C1)C1=CC=C(C=C1)[N+](=O)[O-] (3-(2-(N-tert-butoxycarbonylamino)ethoxy)-5-(4-nitrophenyl)isoxazole). The reagents and catalysts are [Zn] (zinc), [Zn] (zinc). Run in C(C)(=O)O (acetic acid), O (water). Conditions: time 2 hour. Yields the product NC1=CC=C(C=C1)C1=CC(=NO1)OCCNC(=O)OC(C)(C)C (5-(4-Aminophenyl)-3-(2-(N-tert-butoxycarbonylamino)ethoxy)isoxazole). Isolated yield 89.5%. RXN SMILES: [C:1]([O:5][C:6]([NH:8][CH2:9][CH2:10][O:11][C:12]1[CH:16]=[C:15]([C:17]2[CH:22]=[CH:21][C:20]([N+:23]([O-])=O)=[CH:19][CH:18]=2)[O:14][N:13]=1)=[O:7])([CH3:4])([CH3:3])[CH3:2]>C(O)(=O)C.O.[Zn]>[NH2:23][C:20]1[CH:19]=[CH:18][C:17]([C:15]2[O:14][N:13]=[C:12]([O:11][CH2:10][CH2:9][NH:8][C:6]([O:5][C:1]([CH3:4])([CH3:3])[CH3:2])=[O:7])[CH:16]=2)=[CH:22][CH:21]=1. Procedure: 3-(2-(N-tert-butoxycarbonylamino)ethoxy)-5-(4-nitrophenyl)isoxazole (0.55 g) was dissolved in a mixture of acetic acid and water (9:1, 5.5 ml), and zinc powder (0.55 g) was added thereto at room temperature, followed by stirring of the resulting mixture at the same temperature for 2 hours. After the reaction, zinc powder was filtered off and the filtrate was extracted with ethyl acetate. The organic layer was washed with a saturated aqueous NaCl solution and dried over anhydrous magnesium sulfat...